Dataset: the Open Reaction Database (ORD), a public repository of structured organic reaction records. Task: describe an organic reaction: reactants, conditions, products, and yield Starting materials: ketone, C([O-])([O-])=O.[Na+].[Na+] (sodium carbonate), C(C)(C)(C)OC(=O)N1CC2=C(N=C(N=C2)C2=CC=C(C=C2)OS(=O)(=O)C(F)(F)F)CC1 (2-(4-trifluoromethanesulfonyloxy-phenyl)-7,8-dihydro-5H-pyrido[4,3-d]pyrimidine-6-carboxylic acid tert-butyl ester), C(CCC)OC=C (n-butylvinyl ether), TEA, C1(=CC=CC=C1)P(CCCP(C1=CC=CC=C1)C1=CC=CC=C1)C1=CC=CC=C1 (1,3-bis(diphenylphosphino)propane), Cl (hydrochloric acid), C(=C)OC=C (vinyl ether). The reagents and catalysts are C(C)(=O)[O-].[Pd+2].C(C)(=O)[O-] (palladium acetate). Solvent: CCOC(=O)C (EtOAc), CN(C)C=O (DMF), O (Water). Reaction conditions: temperature 80 celsius, time 7 hour. The product is N1=C(N=CC2=C1CCNC2)C2=CC=C(C=C2)C(C)=O (1-[4-(5,6,7,8-tetrahydro-pyrido[4,3-d]pyrimidin-2-yl)-phenyl]-ethanone). As a reaction SMILES: C(OC([N:8]1[CH2:31][CH2:30][C:11]2[N:12]=[C:13]([C:16]3[CH:21]=[CH:20][C:19](OS(C(F)(F)F)(=O)=O)=[CH:18][CH:17]=3)[N:14]=[CH:15][C:10]=2[CH2:9]1)=O)(C)(C)C.[CH2:32]([O:36]C=C)[CH2:33]CC.C1(P(C2C=CC=CC=2)CCCP(C2C=CC=CC=2)C2C=CC=CC=2)C=CC=CC=1.C(OC=C)=C.Cl.C(=O)([O-])[O-].[Na+].[Na+]>CN(C=O)C.CCOC(C)=O.C([O-])(=O)C.[Pd+2].C([O-])(=O)C.O>[N:12]1[C:11]2[CH2:30][CH2:31][NH:8][CH2:9][C:10]=2[CH:15]=[N:14][C:13]=1[C:16]1[CH:17]=[CH:18][C:19]([C:32](=[O:36])[CH3:33])=[CH:20][CH:21]=1 |f:5.6.7,10.11.12|. Procedure details: To a stirred solution of 2-(4-trifluoromethanesulfonyloxy-phenyl)-7,8-dihydro-5H-pyrido[4,3-d]pyrimidine-6-carboxylic acid tert-butyl ester (918 mg, 2.0 mmol) in dry DMF (10 ml) is added n-butylvinyl ether (1.02 g, 10 mmol, 5.0 eq.), TEA (404 mg, 4.0 mmol, 2.0 eq.), 1,3-bis(diphenylphosphino)propane (29 mg, 0.055 mmol, 0.0276 eq.) and palladium acetate (11.3 mg, 0.05 mmol, 0.025 eq.) under nitrogen. The resulting mixture is stirred at 80° C. for 7 hr. Water (30 ml) is added to quench the reactio...